From a dataset of the Open Reaction Database (ORD), a public repository of structured organic reaction records. describe an organic reaction: reactants, conditions, products, and yield Yields the product N#Cc1ccc(NCCCN2C3CCC2CN(Cc2ccccc2)C3)cc1. The reactants are O=C([O-])[O-], c1ccc(CN2CC3CCC(C2)N3)cc1, Cc1ccc(S(=O)(=O)OCCCNc2ccc(C#N)cc2)cc1, [K+], [K+], CN(C)C=O, O. RXN SMILES: [C:39](=[O:40])([O-:41])[O-:42].[CH2:1]([c:2]1[cH:3][cH:4][cH:5][cH:6][cH:7]1)[N:8]1[CH2:9][CH:10]2[CH2:11][CH2:12][CH:13]([CH2:14]1)[NH:15]2.[CH3:16][c:17]1[cH:18][cH:19][c:20]([S:21]([O:22][CH2:27][CH2:28][CH2:29][NH:30][c:31]2[cH:32][cH:33][c:34]([C:37]#[N:38])[cH:35][cH:36]2)(=[O:23])=[O:24])[cH:25][cH:26]1.[K+:43].[K+:44].[O:45]=[CH:46][N:47]([CH3:48])[CH3:49].[OH2:50]>>[CH2:1]([c:2]1[cH:3][cH:4][cH:5][cH:6][cH:7]1)[N:8]1[CH2:9][CH:10]2[CH2:11][CH2:12][CH:13]([CH2:14]1)[N:15]2[CH2:27][CH2:28][CH2:29][NH:30][c:31]1[cH:32][cH:33][c:34]([C:37]#[N:38])[cH:35][cH:36]1. The reactants are [H-].[Na+] (NaH), FC1=C2C=C(NC2=CC=C1OC1=CC=NC2=CC(=C(C=C12)OC)OCCN1CC2(CC2)C(C1)=O)C (5-(2-(4-(4-Fluoro-2-methyl-1H-indol-5-yloxy)-6-methoxyquinolin-7-yloxy)ethyl)-5-azaspiro[2.4]-heptan-7-one), S(=O)(=O)(C1=CC=C(C)C=C1)OC (TsOMe). The solvent is CN(C)C=O (DMF). Reaction conditions: temperature 0 celsius, time 10 minute. Yields the product FC1=C2C=C(NC2=CC=C1OC1=CC=NC2=CC(=C(C=C12)OC)OCCN1CC2(CC2)C(C1)OC)C (4-(4-Fluoro-2-methyl-1H-indol-5-yloxy)-6-methoxy-7-(2-(7-methoxy-5-azaspiro[2.4]heptan-5-yl)ethoxy)quinoline). As a reaction SMILES: [F:1][C:2]1[C:10]([O:11][C:12]2[C:21]3[C:16](=[CH:17][C:18]([O:24][CH2:25][CH2:26][N:27]4[CH2:33][C:32](=[O:34])[C:29]5([CH2:31][CH2:30]5)[CH2:28]4)=[C:19]([O:22][CH3:23])[CH:20]=3)[N:15]=[CH:14][CH:13]=2)=[CH:9][CH:8]=[C:7]2[C:3]=1[CH:4]=[C:5]([CH3:35])[NH:6]2.[H-].[Na+].S(OC)([C:41]1C=CC(C)=CC=1)(=O)=O>CN(C=O)C>[F:1][C:2]1[C:10]([O:11][C:12]2[C:21]3[C:16](=[CH:17][C:18]([O:24][CH2:25][CH2:26][N:27]4[CH2:33][CH:32]([O:34][CH3:41])[C:29]5([CH2:31][CH2:30]5)[CH2:28]4)=[C:19]([O:22][CH3:23])[CH:20]=3)[N:15]=[CH:14][CH:13]=2)=[CH:9][CH:8]=[C:7]2[C:3]=1[CH:4]=[C:5]([CH3:35])[NH:6]2 |f:1.2|. Procedure: The above product from Example 2 (60 mg) was dissolved into DMF (4 ml) and cooled at 0° C. NaH (1.1 eq) was added to the reaction and stirred for 10 minutes. To the reaction was added TsOMe (1.2 eq), the solution was heated at 80° C. for two hours. The reaction was quenched with water and extracted with EtOAc followed by washing with water, then brine and dried over Na2SO4. The solution was evaporated and purified by silica column to give the titled product. Mass: (M+1), 492